The task is: describe an organic reaction: reactants, conditions, products, and yield. This data is from the Open Reaction Database (ORD), a public repository of structured organic reaction records. The reactants are O=C(n1ccnc1)n1ccnc1, C1COCCN1, O=C(O)Cn1c(-c2ccc(Cl)cc2)nc2cccnc21, C1CCOC1. Yields the product O=C(Cn1c(-c2ccc(Cl)cc2)nc2cccnc21)N1CCOCC1. RXN SMILES: [C:21]([n:22]1[cH:23][cH:24][n:25][cH:26]1)([n:27]1[cH:28][cH:29][n:30][cH:31]1)=[O:32].[CH2:33]1[CH2:34][O:35][CH2:36][CH2:37][NH:38]1.[Cl:1][c:2]1[cH:3][cH:4][c:5](-[c:8]2[n:9][c:10]3[c:11]([n:12][cH:13][cH:14][cH:15]3)[n:16]2[CH2:17][C:18](=[O:19])[OH:20])[cH:6][cH:7]1.[O:39]1[CH2:40][CH2:41][CH2:42][CH2:43]1>>[Cl:1][c:2]1[cH:3][cH:4][c:5](-[c:8]2[n:9][c:10]3[c:11]([n:12][cH:13][cH:14][cH:15]3)[n:16]2[CH2:17][C:18](=[O:20])[N:38]2[CH2:33][CH2:34][O:35][CH2:36][CH2:37]2)[cH:6][cH:7]1. Yields the product Cc1nc2cc(C(=O)N3CCOC4(CCN(Cc5cc(CC=O)cs5)CC4)C3)ccc2s1. The reactants are O=C([O-])O, CCOC(C)=O, ClCCl, [Na+], [Na+], [Na+], Cc1nc2cc(C(=O)N3CCOC4(CCN(Cc5cc(CCO)cs5)CC4)C3)ccc2s1, O=C(O)C(F)(F)F, O=S([O-])([O-])=S. RXN SMILES: [C:47](=[O:48])([OH:49])[O-:50].[CH3:55][CH2:56][O:57][C:58](=[O:59])[CH3:60].[Cl:52][CH2:53][Cl:54].[Na+:45].[Na+:46].[Na+:51].[OH:1][CH2:2][CH2:3][c:4]1[cH:5][c:6]([CH2:9][N:10]2[CH2:11][CH2:12][C:13]3([CH2:14][N:15]([C:19](=[O:20])[c:21]4[cH:22][cH:23][c:24]5[c:25]([n:26][c:27]([CH3:29])[s:28]5)[cH:30]4)[CH2:16][CH2:17][O:18]3)[CH2:31][CH2:32]2)[s:7][cH:8]1.[OH:33][C:34]([C:35]([F:36])([F:37])[F:38])=[O:39].[S:40]([O-:41])([O-:42])(=[O:43])=[S:44]>>[O:1]=[CH:2][CH2:3][c:4]1[cH:5][c:6]([CH2:9][N:10]2[CH2:11][CH2:12][C:13]3([CH2:14][N:15]([C:19](=[O:20])[c:21]4[cH:22][cH:23][c:24]5[c:25]([n:26][c:27]([CH3:29])[s:28]5)[cH:30]4)[CH2:16][CH2:17][O:18]3)[CH2:31][CH2:32]2)[s:7][cH:8]1. The reactants are N[C@H]1CCC(N2N(C1=O)[C@@H](CC2)C(=O)OC(C)(C)C)=O (tert.butyl 8(S)-amino-2,3,6,7,8,9-hexahydro-5,9-dioxo-1H,5H-pyrazolo[1,2-a][1,2]diazepine-1(S)-carboxylate), O=C(C(=O)OCC)CCC1=CC=CC=C1 (ethyl 2-oxo-4-phenylbutanoate). The reagents and catalysts are [Pd] (palladium-on-carbon). The solvent is C(C)O (ethanol). The product is C(C)OC(=O)[C@@H](CCC1=CC=CC=C1)N[C@H]1CCC(N2N(C1=O)[C@@H](CC2)C(=O)OC(C)(C)C)=O (tert.butyl 8(S)-[1(R)-ethoxycarbonyl-3-phenylpropylamino]-2,3,6,7,8,9-hexahydro-5,9-dioxo-1H,5H-pyrazolo[1,2-a][1,2]diazepine-1(S)-carboxylate), C(C)OC(=O)[C@H](CCC1=CC=CC=C1)N[C@H]1CCC(N2N(C1=O)[C@@H](CC2)C(=O)OC(C)(C)C)=O (tert.butyl 8(S)-[1(S)-ethoxycarbonyl-3-phenylpropylamino]-2,3,6,7,8,9-hexahydro-5,9-dioxo-1H,5H-pyrazolo[1,2-a][1,2]diazepine-1(S)-carboxylate). RXN SMILES: [NH2:1][C@@H:2]1[C:8](=[O:9])[N:7]2[C@H:10]([C:13]([O:15][C:16]([CH3:19])([CH3:18])[CH3:17])=[O:14])[CH2:11][CH2:12][N:6]2[C:5](=[O:20])[CH2:4][CH2:3]1.O=[C:22]([CH2:28][CH2:29][C:30]1[CH:35]=[CH:34][CH:33]=[CH:32][CH:31]=1)[C:23]([O:25][CH2:26][CH3:27])=[O:24]>C(O)C.[Pd]>[CH2:26]([O:25][C:23]([C@H:22]([NH:1][C@@H:2]1[C:8](=[O:9])[N:7]2[C@H:10]([C:13]([O:15][C:16]([CH3:17])([CH3:19])[CH3:18])=[O:14])[CH2:11][CH2:12][N:6]2[C:5](=[O:20])[CH2:4][CH2:3]1)[CH2:28][CH2:29][C:30]1[CH:31]=[CH:32][CH:33]=[CH:34][CH:35]=1)=[O:24])[CH3:27].[CH2:26]([O:25][C:23]([C@@H:22]([NH:1][C@@H:2]1[C:8](=[O:9])[N:7]2[C@H:10]([C:13]([O:15][C:16]([CH3:17])([CH3:19])[CH3:18])=[O:14])[CH2:11][CH2:12][N:6]2[C:5](=[O:20])[CH2:4][CH2:3]1)[CH2:28][CH2:29][C:30]1[CH:31]=[CH:32][CH:33]=[CH:34][CH:35]=1)=[O:24])[CH3:27]. Procedure details: A solution of 1.15 g of tert.butyl 8(S)-amino-2,3,6,7,8,9-hexahydro-5,9-dioxo-1H,5H-pyrazolo[1,2-a][1,2]diazepine-1(S)-carboxylate and 3.10 g of ethyl 2-oxo-4-phenylbutanoate in 50 ml of ethanol was hydrogenated over 1.0 g of 10% palladium-on-carbon in the presence of molecular sieve at 4 atmospheres for 48 hours. The catalyst was removed by filtration and the filtrate was evaporated. The residue was chromatographed on silica gel to give 0.18 g of tert.butyl 8(S)-[1(R)-ethoxycarbonyl-3-phenylpro... Starting materials: COC=1C=C(C=CC1)CCCCC1=C(OCC2OC2)C=CC=C1 (2-{2-[4-(3-methoxyphenyl) butyl]phenoxymethyl}oxirane), CNC (dimethylamine). Run in O1CCCC1 (tetrahydrofuran). Yields the product CN(CC(COC1=C(C=CC=C1)CCCCC1=CC(=CC=C1)OC)O)C (3-Dimethylamino-1-{2-[4-(3-methoxyphenyl)butyl]phenoxy}-2-propanol). The yield is 97.0%. Reaction SMILES: [CH3:1][O:2][C:3]1[CH:4]=[C:5]([CH2:9][CH2:10][CH2:11][CH2:12][C:13]2[CH:23]=[CH:22][CH:21]=[CH:20][C:14]=2[O:15][CH2:16][CH:17]2[CH2:19][O:18]2)[CH:6]=[CH:7][CH:8]=1.[CH3:24][NH:25][CH3:26]>O1CCCC1>[CH3:24][N:25]([CH3:26])[CH2:19][CH:17]([OH:18])[CH2:16][O:15][C:14]1[CH:20]=[CH:21][CH:22]=[CH:23][C:13]=1[CH2:12][CH2:11][CH2:10][CH2:9][C:5]1[CH:6]=[CH:7][CH:8]=[C:3]([O:2][CH3:1])[CH:4]=1. Reported procedure: Following a procedure similar to that described in Example 1(b), a solution of 300 mg of 2-{2-[4-(3-methoxyphenyl) butyl]phenoxymethyl}oxirane [prepared as described in step (a) above] in tetrahydrofuran was reacted with 50% by volume aqueous dimethylamine. After purification as described in Example 1(b), 335 mg (yield 97%) of the title compound were obtained as a colorless oil. Reactants: solution, B(Br)(Br)Br (boron tribromide), C1(=CC=CC=C1)C=1N=C(OC1C1=CC=CC=C1)C1N(CCCC1)CC1=CC(=CC=C1)OC (2-(4,5-diphenyl-2-oxazolyl)-1-(3-methoxybenzyl)piperidine). Run in C(Cl)Cl (methylene chloride), C(Cl)Cl (methylene chloride). Run at time 3 hour. Yields the product C1(=CC=CC=C1)C=1N=C(OC1C1=CC=CC=C1)C1N(CCCC1)CC1=CC(=CC=C1)O (2-(4,5-diphenyl-2-oxazolyl)-1-(3-hydroxybenzyl)piperidine). The yield is 91.2%. RXN SMILES: B(Br)(Br)Br.[C:5]1([C:11]2[N:12]=[C:13]([CH:22]3[CH2:27][CH2:26][CH2:25][CH2:24][N:23]3[CH2:28][C:29]3[CH:34]=[CH:33][CH:32]=[C:31]([O:35]C)[CH:30]=3)[O:14][C:15]=2[C:16]2[CH:21]=[CH:20][CH:19]=[CH:18][CH:17]=2)[CH:10]=[CH:9][CH:8]=[CH:7][CH:6]=1>C(Cl)Cl>[C:5]1([C:11]2[N:12]=[C:13]([CH:22]3[CH2:27][CH2:26][CH2:25][CH2:24][N:23]3[CH2:28][C:29]3[CH:34]=[CH:33][CH:32]=[C:31]([OH:35])[CH:30]=3)[O:14][C:15]=2[C:16]2[CH:17]=[CH:18][CH:19]=[CH:20][CH:21]=2)[CH:6]=[CH:7][CH:8]=[CH:9][CH:10]=1. Procedure details: A 1.0M solution of boron tribromide in methylene chloride (2.08 ml) was added dropwise to a solution of 2-(4,5-diphenyl-2-oxazolyl)-1-(3-methoxybenzyl)piperidine (440 mg) in methylene chloride (2.5 ml) under ice cooling. The resulting mixture was stirred at the same temperature for 3 hours and partitioned between ethyl acetate and aqueous sodium bicarbonate. The organic layer was washed with water and brine, dried over MgSO4, and evaporated in vacuo. The residue was chromatographed over silica g... Starting materials: C1(CCCCC1)C=O (Cyclohexanecarboxaldehyde), [BH-](OC(=O)C)(OC(=O)C)OC(=O)C.[Na+] (NaBH(OAc)3), COC(C=1C=C(OC=2C=C(C=CC2)N)C=CC1[N+](=O)[O-])OC (3-(3-dimethoxymethyl-4-nitro-phenoxy)-phenylamine). Solvent: ClCCCl (DCE). Run at time 8 hour. The product is C1(CCCCC1)CNC1=CC(=CC=C1)OC1=CC(=C(C=C1)[N+](=O)[O-])C(OC)OC (Cyclohexylmethyl-[3-(3-dimethoxymethyl-4-nitro-phenoxy)-phenyl]-amine). Reaction SMILES: [CH:1]1([CH:7]=O)[CH2:6][CH2:5][CH2:4][CH2:3][CH2:2]1.[BH-](OC(C)=O)(OC(C)=O)OC(C)=O.[Na+].[CH3:23][O:24][CH:25]([O:43][CH3:44])[C:26]1[CH:27]=[C:28]([CH:37]=[CH:38][C:39]=1[N+:40]([O-:42])=[O:41])[O:29][C:30]1[CH:31]=[C:32]([NH2:36])[CH:33]=[CH:34][CH:35]=1>ClCCCl>[CH:1]1([CH2:7][NH:36][C:32]2[CH:33]=[CH:34][CH:35]=[C:30]([O:29][C:28]3[CH:37]=[CH:38][C:39]([N+:40]([O-:42])=[O:41])=[C:26]([CH:25]([O:24][CH3:23])[O:43][CH3:44])[CH:27]=3)[CH:31]=2)[CH2:6][CH2:5][CH2:4][CH2:3][CH2:2]1 |f:1.2|. Procedure details: The reaction was completed under N2. Cyclohexanecarboxaldehyde (0.01 mol) and then NaBH(OAc)3 (0.015 mol) were added to a solution of 3-(3-dimethoxymethyl-4-nitro-phenoxy)-phenylamine (0.01 mol) in DCE (130 mL). The reaction mixture was stirred overnight at room temperature and washed with a saturated NaHCO3 solution. The organic layer was separated, dried (MgSO4) and filtered, and the solvent was evaporated to yield the title compound as a residue. Starting materials: NC1=C(C(=CC2=C1NC(CO2)=O)F)N2C(N(C(=CC2=O)C(F)(F)F)C)=O (3-[5-Amino-7-fluoro-2H-1,4-benzoxazine-3(4H)-on-6-yl]-1-methyl-6-trifluoromethyl-2,4-(1H, 3H)-pyrimidinedione), C1=C(C=CC2=CC=CC=C12)C(=O)Cl (2-naphthoyl chloride). Run in O1CCOCC1 (dioxane). Yields the product C1=C(C=CC2=CC=CC=C12)C(=O)NC1=C(C(=CC2=C1NC(CO2)=O)F)N2C(N(C(=CC2=O)C(F)(F)F)C)=O (3-[5-(2-naphthoyl)amino-7-fluoro-2H-1,4-benzoxazine-3(4H)-on-6-yl]-1-methyl-6-trifluoromethyl-2,4-(1H,3H)-pyrimidinedione). As a reaction SMILES: [NH2:1][C:2]1[C:7]2[NH:8][C:9](=[O:12])[CH2:10][O:11][C:6]=2[CH:5]=[C:4]([F:13])[C:3]=1[N:14]1[C:19](=[O:20])[CH:18]=[C:17]([C:21]([F:24])([F:23])[F:22])[N:16]([CH3:25])[C:15]1=[O:26].[CH:27]1[C:36]2[C:31](=[CH:32][CH:33]=[CH:34][CH:35]=2)[CH:30]=[CH:29][C:28]=1[C:37](Cl)=[O:38]>O1CCOCC1>[CH:27]1[C:36]2[C:31](=[CH:32][CH:33]=[CH:34][CH:35]=2)[CH:30]=[CH:29][C:28]=1[C:37]([NH:1][C:2]1[C:7]2[NH:8][C:9](=[O:12])[CH2:10][O:11][C:6]=2[CH:5]=[C:4]([F:13])[C:3]=1[N:14]1[C:19](=[O:20])[CH:18]=[C:17]([C:21]([F:24])([F:23])[F:22])[N:16]([CH3:25])[C:15]1=[O:26])=[O:38]. Procedure details: 3-[5-Amino-7-fluoro-2H-1,4-benzoxazine-3(4H)-on-6-yl]-1-methyl-6-trifluoromethyl-2,4-(1H, 3H)-pyrimidinedione (0.37 g) and 2-naphthoyl chloride (0.21 g) were mixed in dioxane (15 ml) and the mixture was refluxed for 6 hr. After evaporation of solvent, the residue was recrystallized from toluene (0.20 g). The reactants are C1CCOC1, CNCCN(C)C, CI, CCCCCC, [Li]CCCC, O=Cc1ccccc1N1CCCCC1. Yields the product Cc1cccc(N2CCCCC2)c1C=O. Reaction SMILES: [CH2:29]1[O:30][CH2:31][CH2:32][CH2:33]1.[CH3:1][N:2]([CH3:3])[CH2:4][CH2:5][NH:6][CH3:7].[CH3:27][I:28].[CH3:34][CH2:35][CH2:36][CH2:37][CH2:38][CH3:39].[CH3:8][CH2:9][CH2:10][CH2:11][Li:12].[N:13]1([c:19]2[c:20]([CH:21]=[O:22])[cH:23][cH:24][cH:25][cH:26]2)[CH2:14][CH2:15][CH2:16][CH2:17][CH2:18]1>>[CH3:1][c:23]1[c:20]([CH:21]=[O:22])[c:19]([N:13]2[CH2:14][CH2:15][CH2:16][CH2:17][CH2:18]2)[cH:26][cH:25][cH:24]1.